describe an organic reaction: reactants, conditions, products, and yield From a dataset of the Open Reaction Database (ORD), a public repository of structured organic reaction records. Starting materials: C12(C(CC(CC1)C2(C)C)=C=C2CC=C(NC1=NC(=NC(=N1)NC1=CCC(C=C1)=C=C1C3(CCC(C1)C3(C)C)C)Cl)C=C2)C (2,4-Bis(4-camphylidenemethylene-anilino)-6-chloro-1,3,5-triazine), C(C)[O-].[Na+] (sodium ethanolate). Yields the product C12(C(CC(CC1)C2(C)C)=C=C2CC=C(NC1=NC(=NC(=N1)NC1=CCC(C=C1)=C=C1C3(CCC(C1)C3(C)C)C)OCC)C=C2)C (2,4-Bis(4-camphylidenemethylene-anilino)-6-ethoxy-1,3,5-triazine). Reaction SMILES: [C:1]12([CH3:43])[C:7]([CH3:9])([CH3:8])[CH:4]([CH2:5][CH2:6]1)[CH2:3][C:2]2=[C:10]=[C:11]1[CH:42]=[CH:41][C:14]([NH:15][C:16]2[N:21]=[C:20]([NH:22][C:23]3[CH:28]=[CH:27][C:26](=[C:29]=[C:30]4[CH2:35][CH:34]5[C:36]([CH3:38])([CH3:37])[C:31]4([CH3:39])[CH2:32][CH2:33]5)[CH2:25][CH:24]=3)[N:19]=[C:18](Cl)[N:17]=2)=[CH:13][CH2:12]1.[CH2:44]([O-:46])[CH3:45].[Na+]>>[C:1]12([CH3:43])[C:7]([CH3:9])([CH3:8])[CH:4]([CH2:5][CH2:6]1)[CH2:3][C:2]2=[C:10]=[C:11]1[CH:42]=[CH:41][C:14]([NH:15][C:16]2[N:21]=[C:20]([NH:22][C:23]3[CH:28]=[CH:27][C:26](=[C:29]=[C:30]4[CH2:35][CH:34]5[C:36]([CH3:38])([CH3:37])[C:31]4([CH3:39])[CH2:32][CH2:33]5)[CH2:25][CH:24]=3)[N:19]=[C:18]([O:46][CH2:44][CH3:45])[N:17]=2)=[CH:13][CH2:12]1 |f:1.2|. Procedure details: 2,4-Bis(4-camphylidenemethylene-anilino)-6-chloro-1,3,5-triazine is reacted with sodium ethanolate analogously to the instructions of Example 2. The desired product forms to the extent of 43%.